The task is: describe an organic reaction: reactants, conditions, products, and yield. This data is from the Open Reaction Database (ORD), a public repository of structured organic reaction records. Reactants: O1CCN(CC1)CC1=CC=C(C=C1)NC(=O)C1=CC2=CC(=CC=C2CC1)C1=CC=CC=C1 (N-[4-(morpholinomethyl)phenyl]-7-phenyl-3,4-dihydronaphthalene-2-carboxamide), CI (methyl iodide). Solvent: CN(C)C=O (DMF). Run at time 18 hour. The product is [I-].C[N+]1(CCOCC1)CC1=CC=C(C=C1)NC(=O)C1=CC2=CC(=CC=C2CC1)C1=CC=CC=C1 (4-methyl-4-[4-(7-phenyl-3,4-dihydro-naphthalene-2-carboxamido)benzyl]morpholinium iodide). RXN SMILES: [O:1]1[CH2:6][CH2:5][N:4]([CH2:7][C:8]2[CH:13]=[CH:12][C:11]([NH:14][C:15]([C:17]3[CH2:26][CH2:25][C:24]4[C:19](=[CH:20][C:21]([C:27]5[CH:32]=[CH:31][CH:30]=[CH:29][CH:28]=5)=[CH:22][CH:23]=4)[CH:18]=3)=[O:16])=[CH:10][CH:9]=2)[CH2:3][CH2:2]1.[CH3:33][I:34]>CN(C=O)C>[I-:34].[CH3:33][N+:4]1([CH2:7][C:8]2[CH:13]=[CH:12][C:11]([NH:14][C:15]([C:17]3[CH2:26][CH2:25][C:24]4[C:19](=[CH:20][C:21]([C:27]5[CH:28]=[CH:29][CH:30]=[CH:31][CH:32]=5)=[CH:22][CH:23]=4)[CH:18]=3)=[O:16])=[CH:10][CH:9]=2)[CH2:5][CH2:6][O:1][CH2:2][CH2:3]1 |f:3.4|. Procedure: In DMF (4 ml) was dissolved N-[4-(morpholinomethyl)phenyl]-7-phenyl-3,4-dihydronaphthalene-2-carboxamide (450 mg), and to the mixture was added methyl iodide (198 μl). The mixture was stirred at room temperature for 18 hours and concentrated under reduced pressure. The residue was recrystallized from ethyl acetate to give 4-methyl-4-[4-(7-phenyl-3,4-dihydro-naphthalene-2-carboxamido)benzyl]morpholinium iodide (Compound 12) (575 mg) as pale yellow crystals.